Dataset: the Open Reaction Database (ORD), a public repository of structured organic reaction records. Task: describe an organic reaction: reactants, conditions, products, and yield The reactants are ClC1=CC=C(CNC(=O)C=2C(C3=C(N(C2)C)SC(=C3)CO)=O)C=C1 (N-(4-chlorobenzyl)-2-(hydroxymethyl)-7-methyl-4-oxo-4,7-dihydrothieno[2,3-b]pyridine-5-carboxamide), N1CCSCC1 (thiomorpholine), N1=C(C=C(C=C1C)C)C (2,4,6-collidine), CS(=O)(=O)Cl (methanesulfonyl chloride). The reagents and catalysts are CN(C)C=1C=CN=CC1 (DMAP). Run in O (water), CN(C)C=O (DMF). Run at time 2 hour. Product: ClC1=CC=C(CNC(=O)C=2C(C3=C(N(C2)C)SC(=C3)CN3CCSCC3)=O)C=C1 (N-(4-Chlorobenzyl)-7-methyl-4-oxo-2-(4-thiomorpholinylmethyl)-4,7-dihydrothieno[2,3-b]pyridine-5-carboxamide). The yield is 60.0%. RXN SMILES: [Cl:1][C:2]1[CH:24]=[CH:23][C:5]([CH2:6][NH:7][C:8]([C:10]2[C:11](=[O:22])[C:12]3[CH:19]=[C:18]([CH2:20]O)[S:17][C:13]=3[N:14]([CH3:16])[CH:15]=2)=[O:9])=[CH:4][CH:3]=1.N1C(C)=CC(C)=CC=1C.CS(Cl)(=O)=O.[NH:39]1[CH2:44][CH2:43][S:42][CH2:41][CH2:40]1>CN(C=O)C.CN(C1C=CN=CC=1)C.O>[Cl:1][C:2]1[CH:3]=[CH:4][C:5]([CH2:6][NH:7][C:8]([C:10]2[C:11](=[O:22])[C:12]3[CH:19]=[C:18]([CH2:20][N:39]4[CH2:44][CH2:43][S:42][CH2:41][CH2:40]4)[S:17][C:13]=3[N:14]([CH3:16])[CH:15]=2)=[O:9])=[CH:23][CH:24]=1. Procedure details: To a solution of N-(4-chlorobenzyl)-2-(hydroxymethyl)-7-methyl-4-oxo-4,7-dihydrothieno[2,3-b]pyridine-5-carboxamide (0.300 g) from Example No. 35 in DMF (16 mL) are added DMAP (16 mg), 2,4,6-collidine (0.27 mL), and methanesulfonyl chloride (0.16 mL). The reaction mixture is stirred at room temperature for 2 h and then thiomorpholine (0.83 mL) is added. The mixture is stirred at room temperature for 3 d and is then poured into water (50 mL). The resulting off-white solid is filtered off and recr... The reactants are FC1=CC=C(C=C1)C1C(=C(NC(C1)=O)C)C(=O)OC (Methyl 4-(4-fluorophenyl)-2-methyl-6-oxo-1,4,5,6-tetrahydro-3-pyridinecarboxylate), IC (iodomethane), [H-].[Na+] (sodium hydride), oil. The solvent is CN(C)C=O (DMF). Reaction conditions: temperature 0 celsius. Product: FC1=CC=C(C=C1)C1C(=C(N(C(C1)=O)C)C)C(=O)OC (Methyl 4-(4-fluorophenyl)-1,2-dimethyl-6-oxo-1,4,5,6-tetrahydro-3-pyridinecarboxylate). Reaction SMILES: [F:1][C:2]1[CH:7]=[CH:6][C:5]([CH:8]2[CH2:13][C:12](=[O:14])[NH:11][C:10]([CH3:15])=[C:9]2[C:16]([O:18][CH3:19])=[O:17])=[CH:4][CH:3]=1.I[CH3:21].[H-].[Na+]>CN(C=O)C>[F:1][C:2]1[CH:3]=[CH:4][C:5]([CH:8]2[CH2:13][C:12](=[O:14])[N:11]([CH3:21])[C:10]([CH3:15])=[C:9]2[C:16]([O:18][CH3:19])=[O:17])=[CH:6][CH:7]=1 |f:2.3|. Reported procedure: The product from Example 2, Step 1 (1.5 g, 5.70 mmol, 1 equiv) and iodomethane (809 mg, 5.70 mmol, 1 equiv) were dissolved in DMF (20 mL) and cooled to 0° C. To this was added portionwise sodium hydride 60% in mineral oil (228 mg, 5.70 mmol, 1 equiv) and warmed to room temperature over 1 h. The reaction was quenched with water, and extracted with EtOAc. The organic phase was concentrated in vacuo. The product was obtained as a light yellow oil (1.58 g, quant.). MS (ES+) m/e 278 [M+H]+.